From a dataset of the Open Reaction Database (ORD), a public repository of structured organic reaction records. describe an organic reaction: reactants, conditions, products, and yield Reactants: COc1ccc(OC)c(O)c1, CC(C)=O, ClCCCBr, [K+], [K+], O=C([O-])[O-]. The product is COc1ccc(OC)c(OCCCCl)c1. Reaction SMILES: [CH3:1][O:2][c:3]1[c:4]([OH:11])[cH:5][c:6]([O:9][CH3:10])[cH:7][cH:8]1.[CH3:23][C:24](=[O:25])[CH3:26].[Cl:18][CH2:19][CH2:20][CH2:21][Br:22].[K+:12].[K+:13].[O-:14][C:15]([O-:16])=[O:17]>>[CH3:1][O:2][c:3]1[c:4]([O:11][CH2:21][CH2:20][CH2:19][Cl:18])[cH:5][c:6]([O:9][CH3:10])[cH:7][cH:8]1. The reactants are F[B-](F)(F)F, CNCCc1ccc(OC)c(OC)c1, CCOC(C)=O, CCN(C(C)C)C(C)C, [Na+], CN(C)C=O, O=C(O)CCc1ccc(O)cc1, O=C([O-])O, CN(C)C(On1nnc2ccccc21)=[N+](C)C. Yields the product COc1ccc(CCN(C)C(=O)CCc2ccc(O)cc2)cc1OC. Reaction SMILES: [B-:27]([F:28])([F:29])([F:30])[F:31].[CH3:13][O:14][c:15]1[cH:16][c:17]([CH2:23][CH2:24][NH:25][CH3:26])[cH:18][cH:19][c:20]1[O:21][CH3:22].[CH3:68][CH2:69][O:70][C:71](=[O:72])[CH3:73].[CH:49]([N:50]([CH2:51][CH3:52])[CH:53]([CH3:54])[CH3:55])([CH3:56])[CH3:57].[Na+:58].[O:63]=[CH:64][N:65]([CH3:66])[CH3:67].[OH:1][c:2]1[cH:3][cH:4][c:5]([CH2:8][CH2:9][C:10](=[O:11])[OH:12])[cH:6][cH:7]1.[OH:59][C:60](=[O:61])[O-:62].[n:32]1([O:33][C:34]([N:35]([CH3:36])[CH3:37])=[N+:38]([CH3:39])[CH3:40])[c:41]2[cH:42][cH:43][cH:44][cH:45][c:46]2[n:47][n:48]1>>[OH:1][c:2]1[cH:3][cH:4][c:5]([CH2:8][CH2:9][C:10](=[O:12])[N:25]([CH2:24][CH2:23][c:17]2[cH:16][c:15]([O:14][CH3:13])[c:20]([O:21][CH3:22])[cH:19][cH:18]2)[CH3:26])[cH:6][cH:7]1.